From a dataset of the Open Reaction Database (ORD), a public repository of structured organic reaction records. describe an organic reaction: reactants, conditions, products, and yield Reactants: Cn1c2c(c(Cc3cccc(N)c3)c1-c1ccnc(N)n1)C(=O)N(C(=O)OC(C)(C)C)CC2, Cl, C1COCCO1. Yields the product Cl, Cn1c2c(c(Cc3cccc(N)c3)c1-c1ccnc(N)n1)C(=O)NCC2. RXN SMILES: [C:1]([O:2][C:3](=[O:4])[N:8]1[C:9](=[O:33])[c:10]2[c:11]([n:14]([CH3:32])[c:15](-[c:25]3[n:26][c:27]([NH2:31])[n:28][cH:29][cH:30]3)[c:16]2[CH2:17][c:18]2[cH:19][c:20]([NH2:24])[cH:21][cH:22][cH:23]2)[CH2:12][CH2:13]1)([CH3:5])([CH3:6])[CH3:7].[ClH:34].[O:35]1[CH2:36][CH2:37][O:38][CH2:39][CH2:40]1>>[ClH:34].[NH:8]1[C:9](=[O:33])[c:10]2[c:11]([n:14]([CH3:32])[c:15](-[c:25]3[n:26][c:27]([NH2:31])[n:28][cH:29][cH:30]3)[c:16]2[CH2:17][c:18]2[cH:19][c:20]([NH2:24])[cH:21][cH:22][cH:23]2)[CH2:12][CH2:13]1. The reactants are CCO, CCOC(=O)CC(=O)CCl, Cl, [H-], [Na+], C1CCOC1, O=c1ccccn1CCO. Product: CCOC(=O)CC(=O)COCCn1ccccc1=O. As a reaction SMILES: [CH3:29][CH2:30][OH:31].[Cl:13][CH2:14][C:15]([CH2:16][C:17](=[O:18])[O:19][CH2:20][CH3:21])=[O:22].[ClH:23].[H-:11].[Na+:12].[O:24]1[CH2:25][CH2:26][CH2:27][CH2:28]1.[OH:1][CH2:2][CH2:3][n:4]1[c:5](=[O:10])[cH:6][cH:7][cH:8][cH:9]1>>[O:1]([CH2:2][CH2:3][n:4]1[c:5](=[O:10])[cH:6][cH:7][cH:8][cH:9]1)[CH2:14][C:15]([CH2:16][C:17](=[O:18])[O:19][CH2:20][CH3:21])=[O:22]. The reactants are O=C1CCCCCC1, [BH3-]C#N, CO, CC(=O)O, COC(OC)OC, [Na+], NCCCCNC(=O)c1ccc(CN(Cc2ncc[nH]2)Cc2ncc[nH]2)cc1. Product: O=C(NCCCCNC1CCCCCC1)c1ccc(CN(Cc2ncc[nH]2)Cc2ncc[nH]2)cc1. Reaction SMILES: [C:36]1(=[O:43])[CH2:37][CH2:38][CH2:39][CH2:40][CH2:41][CH2:42]1.[C:44]([BH3-:45])#[N:46].[CH3:48][OH:49].[CH3:50][C:51](=[O:52])[OH:53].[CH:29]([O:30][CH3:31])([O:32][CH3:33])[O:34][CH3:35].[Na+:47].[nH:1]1[c:2]([CH2:6][N:7]([CH2:8][c:9]2[nH:10][cH:11][cH:12][n:13]2)[CH2:14][c:15]2[cH:16][cH:17][c:18]([C:19](=[O:20])[NH:21][CH2:22][CH2:23][CH2:24][CH2:25][NH2:26])[cH:27][cH:28]2)[n:3][cH:4][cH:5]1>>[nH:1]1[c:2]([CH2:6][N:7]([CH2:8][c:9]2[n:10][cH:11][cH:12][nH:13]2)[CH2:14][c:15]2[cH:16][cH:17][c:18]([C:19](=[O:20])[NH:21][CH2:22][CH2:23][CH2:24][CH2:25][NH:26][CH:36]3[CH2:37][CH2:38][CH2:39][CH2:40][CH2:41][CH2:42]3)[cH:27][cH:28]2)[n:3][cH:4][cH:5]1.